From a dataset of the Open Reaction Database (ORD), a public repository of structured organic reaction records. describe an organic reaction: reactants, conditions, products, and yield Starting materials: COC(=O)c1ccc(CCBr)cc1, C=CCOC(=O)C(Cc1ccc(C#N)cc1)C(=O)OCC=C, [H-], [Na+], CN(C)C=O, O. Yields the product C=CCOC(=O)C(CCc1ccc(C(=O)OC)cc1)(Cc1ccc(C#N)cc1)C(=O)OCC=C. As a reaction SMILES: [Br:25][CH2:26][CH2:27][c:28]1[cH:29][cH:30][c:31]([C:32](=[O:33])[O:34][CH3:35])[cH:36][cH:37]1.[C:3](#[N:4])[c:5]1[cH:6][cH:7][c:8]([CH2:9][CH:10]([C:11](=[O:12])[O:13][CH2:14][CH:15]=[CH2:16])[C:17](=[O:18])[O:19][CH2:20][CH:21]=[CH2:22])[cH:23][cH:24]1.[H-:1].[Na+:2].[O:39]=[CH:40][N:41]([CH3:42])[CH3:43].[OH2:38]>>[C:3](#[N:4])[c:5]1[cH:6][cH:7][c:8]([CH2:9][C:10]([C:11](=[O:12])[O:13][CH2:14][CH:15]=[CH2:16])([C:17](=[O:18])[O:19][CH2:20][CH:21]=[CH2:22])[CH2:26][CH2:27][c:28]2[cH:29][cH:30][c:31]([C:32](=[O:33])[O:34][CH3:35])[cH:36][cH:37]2)[cH:23][cH:24]1. Starting materials: C1[C@@H]([C@H](O[C@H]1N2C=CC(=NC2=O)N)COP(=O)(O)O)OP(=O)(O)OC[C@@H]3[C@H]([C@H]([C@@H](O3)N4C=NC5=C4N=CN=C5N)O)O (pdCpA), C1[C@@H]([C@H](O[C@H]1N2C=CC(=NC2=O)N)COP(=O)(O)O)OP(=O)(O)OC[C@@H]3[C@H]([C@H]([C@@H](O3)N4C=NC5=C4N=CN=C5N)O)O (pdCpA), C(C)(C)(C)OC(=O)N[C@H](C(=O)OCC#N)CSSC(C)(C)C ((R)-cyanomethyl 2-((tert-butoxycarbonyl)amino)-3-(tert-butyldisulfanyl)propanoate), C(C)(C)(C)OC(=O)N[C@H](C(=O)OCC#N)CSSC(C)(C)C ((R)-cyanomethyl 2-((tert-butoxycarbonyl)amino)-3-(tert-butyldisulfanyl)propanoate). Solvent: O (water), C1CCOC1 (THF). Run at time 1 hour. Product: C(C)(C)(C)OC(=O)N[C@H](C(=O)O[C@@H]1[C@H](O[C@H]([C@@H]1O)N1C2=NC=NC(=C2N=C1)N)COP(=O)(O)O[C@@H]1[C@H](O[C@H](C1)N1C(N=C(C=C1)N)=O)COP(=O)(O)O)CSSC(C)(C)C ((2R)-(2R,3S,4R,5R)-2-((((((2R,3S,5R)-5-(4-amino-2-oxopyrimidin-1(2H)-yl)-2-((phosphonooxy)methyl)tetrahydrofuran-3-yl)oxy)(hydroxy)phosphoryl)oxy)methyl)-5-(6-amino-9H-purin-9-yl)-4-hydroxytetrahydrofuran-3-yl 2-((tert-butoxycarbonyl)amino)-3-(tert-butyldisulfanyl)propanoate). The yield is 44.3%. As a reaction SMILES: [CH2:1]1[C@H:5]([N:6]2[C:11](=[O:12])[N:10]=[C:9]([NH2:13])[CH:8]=[CH:7]2)[O:4][C@H:3]([CH2:14][O:15][P:16]([OH:19])([OH:18])=[O:17])[C@H:2]1[O:20][P:21]([O:24][CH2:25][C@H:26]1[O:30][C@@H:29]([N:31]2[C:35]3[N:36]=[CH:37][N:38]=[C:39]([NH2:40])[C:34]=3[N:33]=[CH:32]2)[C@H:28]([OH:41])[C@@H:27]1[OH:42])([OH:23])=[O:22].[C:43]([O:47][C:48]([NH:50][C@@H:51]([CH2:58][S:59][S:60][C:61]([CH3:64])([CH3:63])[CH3:62])[C:52](OCC#N)=[O:53])=[O:49])([CH3:46])([CH3:45])[CH3:44]>O.C1COCC1>[C:43]([O:47][C:48]([NH:50][C@@H:51]([CH2:58][S:59][S:60][C:61]([CH3:64])([CH3:63])[CH3:62])[C:52]([O:42][C@H:27]1[C@@H:28]([OH:41])[C@H:29]([N:31]2[CH:32]=[N:33][C:34]3[C:35]2=[N:36][CH:37]=[N:38][C:39]=3[NH2:40])[O:30][C@@H:26]1[CH2:25][O:24][P:21]([O:20][C@H:2]1[CH2:1][C@H:5]([N:6]2[CH:7]=[CH:8][C:9]([NH2:13])=[N:10][C:11]2=[O:12])[O:4][C@@H:3]1[CH2:14][O:15][P:16]([OH:18])([OH:19])=[O:17])([OH:23])=[O:22])=[O:53])=[O:49])([CH3:46])([CH3:45])[CH3:44]. Reported procedure: A solution of ((2R,3S,5R)-5-(4-amino-2-oxopyrimidin-1(2H)-yl)-3-(((((2R,3S,4R,5R)-5-(6-amino-9H-purin-9-yl)-3,4-dihydroxytetrahydrofuran-2-yl)methoxy) (hydroxy)phosphoryl)oxy)tetrahydrofuran-2-yl)methyl dihydrogenphosphate (Compound 1h) (200 mg, 0.314 mmol) in water (6.25 ml) and a solution of (R)-cyanomethyl 2-((tert-butoxycarbonyl)amino)-3-(tert-butyldisulfanyl)propanoate (Compound 21-A) (454 mg, 1.26 mmol) in THF (3.15 ml) were added to buffer A (113 ml), and the mixture was stirred at room t... Conditions: temperature 100 celsius, time 15 minute. RXN SMILES: Cl.[NH2:2][OH:3].C(=O)(O)[O-].[Na+].O.[Cl:10][C:11]1[CH:12]=[C:13]([C:17]2[C:22]3[N:23]([CH2:35][C@H:36]4[CH2:41][CH2:40][C@H:39]([CH3:42])[CH2:38][CH2:37]4)[C:24]([N:26]4[CH2:31][CH2:30][O:29][C@@H:28]5[CH2:32][CH2:33][CH2:34][C@@H:27]45)=[N:25][C:21]=3[CH:20]=[C:19]([C:43]#[N:44])[N:18]=2)[CH:14]=[N:15][CH:16]=1>C(O)C>[Cl:10][C:11]1[CH:12]=[C:13]([C:17]2[C:22]3[N:23]([CH2:35][C@H:36]4[CH2:41][CH2:40][C@H:39]([CH3:42])[CH2:38][CH2:37]4)[C:24]([N:26]4[CH2:31][CH2:30][O:29][C@@H:28]5[CH2:32][CH2:33][CH2:34][C@@H:27]45)=[N:25][C:21]=3[CH:20]=[C:19]([C:43](=[N:2][OH:3])[NH2:44])[N:18]=2)[CH:14]=[N:15][CH:16]=1 |f:0.1,2.3|. Reported procedure: Hydroxylamine hydrochloride (24.3 mg, 0.35 mmol), sodium bicarbonate (44 mg, 0.52 mmol), and water (0.52 mL) were combined in a vial and stirred for 15 minutes. This solution was added to a vial containing 4-(5-chloropyridin-3-yl)-2-((4aR,7aR)-hexahydrocyclopenta[b][1,4]oxazin-4(4aH)-yl)-3-[(trans-4-methylcyclohexyl)methyl]-3H-imidazo[4,5-c]pyridine-6-carbonitrile (85.8 mg, 0.175 mmol) dissolved in ethanol (1.2 mL). The mixture was sealed and heated at 100° C. for 1 hour. The reaction was cooled... Yields the product ClC=1C=C(C=NC1)C1=NC(=CC2=C1N(C(=N2)N2[C@H]1[C@H](OCC2)CCC1)C[C@@H]1CC[C@H](CC1)C)C(N)=NO (4-(5-chloropyridin-3-yl)-2-((4aR,7aR)-hexahydrocyclopenta[b][1,4]oxazin-4(4aH)-yl)-N′-hydroxy-3-[(trans-4-methylcyclohexyl)methyl]-3H-imidazo[4,5-c]pyridine-6-carboximidamide). Run in C(C)O (ethanol). Reactants: Cl.NO (Hydroxylamine hydrochloride), ClC=1C=C(C=NC1)C1=NC(=CC2=C1N(C(=N2)N2[C@H]1[C@H](OCC2)CCC1)C[C@@H]1CC[C@H](CC1)C)C#N (4-(5-chloropyridin-3-yl)-2-((4aR,7aR)-hexahydrocyclopenta[b][1,4]oxazin-4(4aH)-yl)-3-[(trans-4-methylcyclohexyl)methyl]-3H-imidazo[4,5-c]pyridine-6-carbonitrile), C([O-])(O)=O.[Na+] (sodium bicarbonate), O (water). Starting materials: CCO, [Fe], CC(=C(Cl)Cl)c1ccc(N)c([N+](=O)[O-])c1. Product: CC(=C(Cl)Cl)c1ccc(N)c(N)c1. As a reaction SMILES: [CH3:17][CH2:18][OH:19].[Fe:16].[NH2:1][c:2]1[c:3]([N+:13]([O-:14])=[O:15])[cH:4][c:5]([C:8](=[C:9]([Cl:10])[Cl:11])[CH3:12])[cH:6][cH:7]1>>[NH2:1][c:2]1[c:3]([NH2:13])[cH:4][c:5]([C:8](=[C:9]([Cl:10])[Cl:11])[CH3:12])[cH:6][cH:7]1. Reactants: CN(C(=O)CON(C(C=C1OC(OC1=O)(C)C)=O)CC1=CC=C(C=C1)F)C (N-dimethylcarbamoylmethoxy-2-(2,2-dimethyl-5-oxo-[1,3]-dioxolan-4-ylidene)-N-(4-fluorobenzyl)-acetamide), [OH-].[Li+] (lithium hydroxide), Cl (hydrochloric acid). Solvent: O1CCCC1 (tetrahydrofuran). Conditions: time 1 hour. Yields the product CN(C(=O)CON(C(=O)C=C(C(=O)O)O)CC1=CC=C(C=C1)F)C (3-[Dimethylcarbamoylmethoxy-(4-fluoro-benzyl)-carbamoyl]-2-hydroxy-acrylic acid). Isolated yield 74.0%. RXN SMILES: [CH3:1][N:2]([CH3:27])[C:3]([CH2:5][O:6][N:7]([CH2:19][C:20]1[CH:25]=[CH:24][C:23]([F:26])=[CH:22][CH:21]=1)[C:8](=[O:18])[CH:9]=[C:10]1[C:14](=[O:15])[O:13]C(C)(C)[O:11]1)=[O:4].[OH-].[Li+].Cl>O1CCCC1>[CH3:27][N:2]([CH3:1])[C:3]([CH2:5][O:6][N:7]([CH2:19][C:20]1[CH:21]=[CH:22][C:23]([F:26])=[CH:24][CH:25]=1)[C:8]([CH:9]=[C:10]([OH:11])[C:14]([OH:15])=[O:13])=[O:18])=[O:4] |f:1.2|. Procedure: A solution of N-dimethylcarbamoylmethoxy-2-(2,2-dimethyl-5-oxo-[1,3]-dioxolan-4-ylidene)-N-(4-fluorobenzyl)-acetamide (0.065 g, 0.17 mmol in tetrahydrofuran (3 ml) was treated at 0° C. with 0.34 ml (0.34 mmol) of 1 M aqueous lithium hydroxide. After 1 h, the reaction mixture was acidified with 1N hydrochloric acid and extracted with ethyl acetate. The organic phase was washed with brine, dried (magnesium sulphate) and evaporated in vacuo. Crystallisation of the residual solid from a mixture of e... RXN SMILES: [OH:1][C:2]([C:4]([F:7])([F:6])[F:5])=[O:3].[NH2:8][C:9]1[N:10]([CH3:31])[C:11](=[O:30])[C:12]2([N:29]=1)[C:21]1[C:16](=[CH:17][CH:18]=[C:19](Br)[CH:20]=1)S[CH:14]([C:23]1[CH:28]=[CH:27][CH:26]=[CH:25][CH:24]=1)[CH2:13]2.[C:32]([C:34]1[CH:35]=[C:36](B(O)O)[CH:37]=[CH:38][CH:39]=1)#[N:33].C([O-])([O-])=[O:44].[Cs+].[Cs+].O1CCO[CH2:51][CH2:50]1>O.Cl[Pd](Cl)([P](C1C=CC=CC=1)(C1C=CC=CC=1)C1C=CC=CC=1)[P](C1C=CC=CC=1)(C1C=CC=CC=1)C1C=CC=CC=1>[NH2:8][C:9]1[N:10]([CH3:31])[C:11](=[O:30])[C:12]2([C:21]3[C:16](=[CH:17][CH:18]=[C:19]([C:38]4[CH:39]=[C:34]([CH:35]=[CH:36][CH:37]=4)[C:32]#[N:33])[CH:20]=3)[O:44][CH:14]([CH:23]3[C:28]4[C:27](=[CH:50][CH:51]=[CH:2][CH:4]=4)[CH2:26][CH2:25][CH2:24]3)[CH2:13]2)[N:29]=1.[C:2]([OH:3])([C:4]([F:7])([F:6])[F:5])=[O:1] |f:0.1,3.4.5,^1:58,77|. The product is NC=1N(C(C2(N1)CC(OC1=CC=C(C=C12)C=1C=C(C#N)C=CC1)C1CCCC2=CC=CC=C12)=O)C (3-(2′-amino-1′-methyl-5′-oxo-2-(1,2,3,4-tetrahydronaphthalen-1-yl)-1′,5′-dihydrospiro[chroman-4,4′-imidazole]-6-yl)benzonitrile), C(=O)(C(F)(F)F)O (TFA). Run in O (H2O). Reagents/catalysts: Cl[Pd]([P](C1=CC=CC=C1)(C2=CC=CC=C2)C3=CC=CC=C3)([P](C4=CC=CC=C4)(C5=CC=CC=C5)C6=CC=CC=C6)Cl (PdCl2(PPh3)2). Procedure details: To a solution of 2-amino-6′-bromo-1-methyl-2′-phenylspiro[imidazole-4,4′-thiochroman]-5(1H)-one TFA salt (20 mg, 0.036 mmol), 3-cyanophenylboronic acid (7 mg, 0.047 mmol) and Cs2CO3 (30 mg, 0.092 mmol) in 1,4-dioxane (4 mL) and H2O (0.5 mL) charged in a 10 mL CEM microwave test tube was added PdCl2(PPh3)2 (3 mg, 0.004 mmol), then the system was degassed by sweeping N2. The tube was capped and heated to 110° C. for 10 min in a CEM microwave reactor. Solvent was removed in vacuum and the residue w... Starting materials: OC(=O)C(F)(F)F.NC=1N(C(C2(CC(SC3=CC=C(C=C23)Br)C2=CC=CC=C2)N1)=O)C (2-amino-6′-bromo-1-methyl-2′-phenylspiro[imidazole-4,4′-thiochroman]-5(1H)-one TFA salt), C(#N)C=1C=C(C=CC1)B(O)O (3-cyanophenylboronic acid), C(=O)([O-])[O-].[Cs+].[Cs+] (Cs2CO3), O1CCOCC1 (1,4-dioxane). Conditions: temperature 110 celsius. The reactants are C1CCOC1, COC(=O)c1ccc(B(O)O)cc1, CCOC(C)=O, CC(C)[Si](OC1CCN(N2CCC(Cc3ccc(OS(=O)(=O)C(F)(F)F)cc3Cl)C2=O)CC1)(C(C)C)C(C)C, [Na+], [Na+], O=C([O-])[O-], O, c1ccc(P(c2ccccc2)(c2ccccc2)[Pd](P(c2ccccc2)(c2ccccc2)c2ccccc2)(P(c2ccccc2)(c2ccccc2)c2ccccc2)P(c2ccccc2)(c2ccccc2)c2ccccc2)cc1. The product is COC(=O)c1ccc(-c2ccc(CC3CCN(N4CCC(O[Si](C(C)C)(C(C)C)C(C)C)CC4)C3=O)c(Cl)c2)cc1. RXN SMILES: [CH2:59]1[O:60][CH2:61][CH2:62][CH2:63]1.[CH3:40][O:41][C:42](=[O:43])[c:44]1[cH:45][cH:46][c:47]([B:50]([OH:51])[OH:52])[cH:48][cH:49]1.[CH3:65][CH2:66][O:67][C:68](=[O:69])[CH3:70].[Cl:1][c:2]1[cH:3][c:4]([O:32][S:33]([C:34]([F:35])([F:36])[F:37])(=[O:38])=[O:39])[cH:5][cH:6][c:7]1[CH2:8][CH:9]1[C:10](=[O:31])[N:11]([N:14]2[CH2:15][CH2:16][CH:17]([O:20][Si:21]([CH:22]([CH3:23])[CH3:24])([CH:25]([CH3:26])[CH3:27])[CH:28]([CH3:29])[CH3:30])[CH2:18][CH2:19]2)[CH2:12][CH2:13]1.[Na+:53].[Na+:54].[O-:55][C:56](=[O:57])[O-:58].[OH2:64].[cH:71]1[cH:72][cH:73][c:74]([P:75]([Pd:76]([P:77]([c:78]2[cH:79][cH:80][cH:81][cH:82][cH:83]2)([c:84]2[cH:85][cH:86][cH:87][cH:88][cH:89]2)[c:90]2[cH:91][cH:92][cH:93][cH:94][cH:95]2)([P:96]([c:97]2[cH:98][cH:99][cH:100][cH:101][cH:102]2)([c:103]2[cH:104][cH:105][cH:106][cH:107][cH:108]2)[c:109]2[cH:110][cH:111][cH:112][cH:113][cH:114]2)[P:115]([c:116]2[cH:117][cH:118][cH:119][cH:120][cH:121]2)([c:122]2[cH:123][cH:124][cH:125][cH:126][cH:127]2)[c:128]2[cH:129][cH:130][cH:131][cH:132][cH:133]2)([c:134]2[cH:135][cH:136][cH:137][cH:138][cH:139]2)[c:140]2[cH:141][cH:142][cH:143][cH:144][cH:145]2)[cH:146][cH:147]1>>[Cl:1][c:2]1[cH:3][c:4](-[c:47]2[cH:46][cH:45][c:44]([C:42]([O:41][CH3:40])=[O:43])[cH:49][cH:48]2)[cH:5][cH:6][c:7]1[CH2:8][CH:9]1[C:10](=[O:31])[N:11]([N:14]2[CH2:15][CH2:16][CH:17]([O:20][Si:21]([CH:22]([CH3:23])[CH3:24])([CH:25]([CH3:26])[CH3:27])[CH:28]([CH3:29])[CH3:30])[CH2:18][CH2:19]2)[CH2:12][CH2:13]1.